Dataset: the Open Reaction Database (ORD), a public repository of structured organic reaction records. Task: describe an organic reaction: reactants, conditions, products, and yield Reactants: ClC=1C=C(C=CC1F)C1=CN=C2N1C=CC(=C2F)C(C)(C)O (2-[3-(3-Chloro-4-fluorophenyl)-8-fluoroimidazo[1,2-α]pyridin-7-yl]-propan-2-ol), FC(C1=CC=C(C=C1)B(O)O)(F)F (4-trifluoromethylbenzeneboronic acid). Product: FC=1C=2N(C=CC1C(C)(C)O)C(=CN2)C=2C=CC(=C(C2)C2=CC=C(C=C2)C(F)(F)F)F (2-[8-fluoro-3-(2-fluoro-4′-trifluoromethylbiphenyl-5-yl)imidazo[1,2-α]pyridin-7-yl]propan-2-ol). The yield is 7.0%. Reaction SMILES: Cl[C:2]1[CH:3]=[C:4]([C:9]2[N:13]3[CH:14]=[CH:15][C:16]([C:19]([OH:22])([CH3:21])[CH3:20])=[C:17]([F:18])[C:12]3=[N:11][CH:10]=2)[CH:5]=[CH:6][C:7]=1[F:8].[F:23][C:24]([F:35])([F:34])[C:25]1[CH:30]=[CH:29][C:28](B(O)O)=[CH:27][CH:26]=1>>[F:18][C:17]1[C:12]2[N:13]([C:9]([C:4]3[CH:5]=[CH:6][C:7]([F:8])=[C:2]([C:28]4[CH:29]=[CH:30][C:25]([C:24]([F:35])([F:34])[F:23])=[CH:26][CH:27]=4)[CH:3]=3)=[CH:10][N:11]=2)[CH:14]=[CH:15][C:16]=1[C:19]([OH:22])([CH3:21])[CH3:20]. Reported procedure: 2-[3-(3-Chloro-4-fluorophenyl)-8-fluoroimidazo[1,2-α]pyridin-7-yl]-propan-2-ol and 4-trifluoromethylbenzeneboronic acid were coupled in the same way as in Example 30 to give 2-[8-fluoro-3-(2-fluoro-4′-trifluoromethylbiphenyl-5-yl)imidazo[1,2-α]pyridin-7-yl]propan-2-ol as an off-white solid (10 mg, 7%): m/z (ES+) 433 [MH+]. The reactants are CCN(C(C)C)C(C)C, CC(=O)NC1CC(N(C)C(C)C)CCC1N1CCC(N)C1=O, [O-][n+]1cnc(Oc2ccccc2)c2cc(C(F)(F)F)ccc21. The product is CC(=O)NC1CC(N(C)C(C)C)CCC1N1CCC(Nc2nc[n+]([O-])c3ccc(C(F)(F)F)cc23)C1=O. RXN SMILES: [CH:45]([N:46]([CH2:47][CH3:48])[CH:49]([CH3:50])[CH3:51])([CH3:52])[CH3:53].[NH2:1][CH:2]1[C:3](=[O:22])[N:4]([CH:7]2[CH:8]([NH:18][C:19]([CH3:20])=[O:21])[CH2:9][CH:10]([N:13]([CH3:14])[CH:15]([CH3:16])[CH3:17])[CH2:11][CH2:12]2)[CH2:5][CH2:6]1.[O:23]([c:24]1[cH:25][cH:26][cH:27][cH:28][cH:29]1)[c:30]1[n:31][cH:32][n+:33]([O-:44])[c:34]2[cH:35][cH:36][c:37]([C:40]([F:41])([F:42])[F:43])[cH:38][c:39]12>>[NH:1]([CH:2]1[C:3](=[O:22])[N:4]([CH:7]2[CH:8]([NH:18][C:19]([CH3:20])=[O:21])[CH2:9][CH:10]([N:13]([CH3:14])[CH:15]([CH3:16])[CH3:17])[CH2:11][CH2:12]2)[CH2:5][CH2:6]1)[c:30]1[n:31][cH:32][n+:33]([O-:44])[c:34]2[cH:35][cH:36][c:37]([C:40]([F:41])([F:42])[F:43])[cH:38][c:39]12.